Dataset: the Open Reaction Database (ORD), a public repository of structured organic reaction records. Task: describe an organic reaction: reactants, conditions, products, and yield The reactants are C(C)(C)(C)OC(=O)N1CC(C1)NC1=C(C=CC(=C1)F)[N+](=O)[O-] (3-(5-fluoro-2-nitrophenylamino)azetidine-1-carboxylic acid tert-butyl ester). Run in CCOC(=O)C (EtOAc). Run at time 16 hour. The product is C(C)(C)(C)OC(=O)N1CC(C1)NC1=C(C=CC(=C1)F)N (3-(2-Amino-5-fluorophenylamino)azetidine-1-carboxylic acid tert-butyl ester). Yield: 100.6%. As a reaction SMILES: [C:1]([O:5][C:6]([N:8]1[CH2:11][CH:10]([NH:12][C:13]2[CH:18]=[C:17]([F:19])[CH:16]=[CH:15][C:14]=2[N+:20]([O-])=O)[CH2:9]1)=[O:7])([CH3:4])([CH3:3])[CH3:2]>CCOC(C)=O>[C:1]([O:5][C:6]([N:8]1[CH2:9][CH:10]([NH:12][C:13]2[CH:18]=[C:17]([F:19])[CH:16]=[CH:15][C:14]=2[NH2:20])[CH2:11]1)=[O:7])([CH3:4])([CH3:2])[CH3:3]. Procedure: A mixture of 3-(5-fluoro-2-nitrophenylamino)azetidine-1-carboxylic acid tert-butyl ester (4.84 g, 15.54 mmol) in EtOAc (100 mL) was degassed with a stream of nitrogen prior to addition of 10% Pd/C (500 mg) and was stirred at RT under a hydrogen atmosphere for 16 h. Additional 10% Pd/C (500 mg) was added and stirring under a hydrogen atmosphere continued for 6 h. The mixture was filtered and the filtrate concentrated in vacuo to afford the title compound as a brown foam (4.4 g, quantitative). LCM... The reactants are NC1=NC(=C(C(=N1)Cl)C#N)C1=CC=CC=C1 (2-amino-4-chloro-6-phenyl-pyrimidine-5-carbonitrile), COCCO (2-methoxyethanol), C1CCC2=NCCCN2CC1 (DBU). The solvent is COCCOC (DME). Yields the product NC1=NC(=C(C(=N1)OCCOC)C#N)C1=CC=CC=C1 (2-Amino-4-(2-methoxy-ethoxy)-6-phenyl-pyrimidine-5-carbonitrile). RXN SMILES: [NH2:1][C:2]1[N:7]=[C:6](Cl)[C:5]([C:9]#[N:10])=[C:4]([C:11]2[CH:16]=[CH:15][CH:14]=[CH:13][CH:12]=2)[N:3]=1.[CH3:17][O:18][CH2:19][CH2:20][OH:21].C1CCN2C(=NCCC2)CC1>COCCOC>[NH2:1][C:2]1[N:7]=[C:6]([O:21][CH2:20][CH2:19][O:18][CH3:17])[C:5]([C:9]#[N:10])=[C:4]([C:11]2[CH:16]=[CH:15][CH:14]=[CH:13][CH:12]=2)[N:3]=1. Procedure details: From 2-amino-4-chloro-6-phenyl-pyrimidine-5-carbonitrile, 2-methoxyethanol and DBU in DME. ES-MS m/e (%): 271 (M+H+, 100).